This data is from the Open Reaction Database (ORD), a public repository of structured organic reaction records. The task is: describe an organic reaction: reactants, conditions, products, and yield Starting materials: ClCCl, O=[Cr](=O)=O, Cc1c(-n2ccnc2)n(CCCCCCO)c2ccccc12, c1ccncc1. The product is Cc1c(-n2ccnc2)n(CCCCCC=O)c2ccccc12. As a reaction SMILES: [Cl:33][CH2:34][Cl:35].[O:1]=[Cr:2](=[O:3])=[O:4].[OH:11][CH2:12][CH2:13][CH2:14][CH2:15][CH2:16][CH2:17][n:18]1[c:19](-[n:28]2[cH:29][n:30][cH:31][cH:32]2)[c:20]([CH3:27])[c:21]2[cH:22][cH:23][cH:24][cH:25][c:26]12.[cH:5]1[cH:6][cH:7][n:8][cH:9][cH:10]1>>[O:11]=[CH:12][CH2:13][CH2:14][CH2:15][CH2:16][CH2:17][n:18]1[c:19](-[n:28]2[cH:29][n:30][cH:31][cH:32]2)[c:20]([CH3:27])[c:21]2[cH:22][cH:23][cH:24][cH:25][c:26]12. The reactants are CCOC(=O)Cn1ccc2cc(OCc3cc(-c4ccc(OC(F)(F)F)cc4)nn3C)ccc21, [Li+], [OH-]. The product is Cn1nc(-c2ccc(OC(F)(F)F)cc2)cc1COc1ccc2c(ccn2CC(=O)O)c1. Reaction SMILES: [CH2:1]([CH3:2])[O:3][C:4]([CH2:5][n:6]1[cH:7][cH:8][c:9]2[cH:10][c:11]([O:15][CH2:16][c:17]3[n:18]([CH3:33])[n:19][c:20](-[c:22]4[cH:23][cH:24][c:25]([O:28][C:29]([F:30])([F:31])[F:32])[cH:26][cH:27]4)[cH:21]3)[cH:12][cH:13][c:14]12)=[O:34].[Li+:36].[OH-:35]>>[O:3]=[C:4]([CH2:5][n:6]1[cH:7][cH:8][c:9]2[cH:10][c:11]([O:15][CH2:16][c:17]3[n:18]([CH3:33])[n:19][c:20](-[c:22]4[cH:23][cH:24][c:25]([O:28][C:29]([F:30])([F:31])[F:32])[cH:26][cH:27]4)[cH:21]3)[cH:12][cH:13][c:14]12)[OH:34].